Dataset: the Open Reaction Database (ORD), a public repository of structured organic reaction records. Task: describe an organic reaction: reactants, conditions, products, and yield Starting materials: ClC1=CC=CC2=C1C(N1[C@H](C=3N2C=NC3C=3SC=C(N3)CN(CC=C)CC=C)CCC1)=O ((S)-8-chloro-1-(4-diallylaminomethyl-thiazol-2-yl)-11,12,13,13a-tetrahydro-9H-imidazo[1,5-a]pyrrolo[2,1-c][1,4]benzodiazepin-9-one), Cl (hydrochloric acid). The solvent is O (water). Run at time 1 hour. The product is Cl.ClC1=CC=CC2=C1C(N1[C@H](C=3N2C=NC3C=3SC=C(N3)CN(CC=C)CC=C)CCC1)=O ((S)-8-chloro-1-(4-diallylaminomethyl-thiazol-2-yl)-11,12,13,13a-tetrahydro-9H-imidazo[1,5-a]pyrrolo[2,1-c][1,4]benzodiazepin-9-one hydrochloride). The yield is 180.9%. As a reaction SMILES: [Cl:1][C:2]1[C:7]2[C:8](=[O:32])[N:9]3[CH2:31][CH2:30][CH2:29][C@H:10]3[C:11]3[N:12]([CH:13]=[N:14][C:15]=3[C:16]3[S:17][CH:18]=[C:19]([CH2:21][N:22]([CH2:26][CH:27]=[CH2:28])[CH2:23][CH:24]=[CH2:25])[N:20]=3)[C:6]=2[CH:5]=[CH:4][CH:3]=1.Cl>O>[ClH:1].[Cl:1][C:2]1[C:7]2[C:8](=[O:32])[N:9]3[CH2:31][CH2:30][CH2:29][C@H:10]3[C:11]3[N:12]([CH:13]=[N:14][C:15]=3[C:16]3[S:17][CH:18]=[C:19]([CH2:21][N:22]([CH2:23][CH:24]=[CH2:25])[CH2:26][CH:27]=[CH2:28])[N:20]=3)[C:6]=2[CH:5]=[CH:4][CH:3]=1 |f:3.4|. Procedure: 0.50 g (0.0011 mol) of (S)-8-chloro-1-(4-diallylaminomethyl-thiazol-2-yl)-11,12,13,13a-tetrahydro-9H-imidazo[1,5-a]pyrrolo[2,1-c][1,4]benzodiazepin-9-one was suspended in 10 ml of water and treated with 10.6 ml of 0.1N (0.00106 mol) aqueous hydrochloric acid. After stirring at room temperature for 1 hr. the mixture was filtered and the filtrate was lyophilized. There was obtained 0.50 g (95%) of (S)-8-chloro-1-(4-diallylaminomethyl-thiazol-2-yl)-11,12,13,13a-tetrahydro-9H-imidazo[1,5-a]pyrrolo[2... Starting materials: C1(CCCCC1)ON1C(CC(CC1(C)C)=O)(C)C (N-cyclohexyloxy-4-oxo-2,2,6,6-tetramethyl-piperidine), C[Si](Cl)(C)C (trimethylchlorosilane), ICCCCCCCC (iodooctane), C(#N)[Cu] (CuCN), [Li+].[Cl-] (LiCl), CC1(CC(=O)CC(N1[O])(C)C)C (4-oxo-TEMPO). Reagents/catalysts: [Zn] (Zn). Solvent: BrCCBr (1,2-dibromoethane). Yields the product C(CCCCCCC)ON1C(CC(CC1(C)C)=O)(C)C (N-octyloxy-4-oxo-2,2,6,6-tetramethylpiperidine). Yield: 36.0%. As a reaction SMILES: [CH:1]1([O:7][N:8]2[C:13]([CH3:15])([CH3:14])[CH2:12][C:11](=[O:16])[CH2:10][C:9]2([CH3:18])[CH3:17])[CH2:6][CH2:5][CH2:4][CH2:3][CH2:2]1.C[Si](C)(C)Cl.I[CH2:25][CH2:26]CCCCCC.C([Cu])#N.[Li+].[Cl-].CC1(C)N([O])C(C)(C)CC(=O)C1>[Zn].BrCCBr>[CH2:1]([O:7][N:8]1[C:9]([CH3:17])([CH3:18])[CH2:10][C:11](=[O:16])[CH2:12][C:13]1([CH3:14])[CH3:15])[CH2:6][CH2:5][CH2:4][CH2:3][CH2:2][CH2:25][CH3:26] |f:4.5,^1:41|. Procedure details: N-octyloxy-4-oxo-2,2,6,6-tetramethylpiperidine (30.3 g, 36%) is synthesized in the same manner as described above with regard to N-cyclohexyloxy-4-oxo-2,2,6,6-tetramethyl-piperidine, with the exception of the addition of Zn (294.0 mmol, 19.25 g), 1,2-dibromoethane (900 μl), trimethylchlorosilane (1.2 ml), iodooctane (294 mmol, 70.6 g), CuCN (294 mmol, 26.3 g), LiCl (588 mmol, 25.0 g) and 4-oxo-TEMPO (294 mmol, 50.0 g). 1H-NMR (CDCl3): δ=3.69 (t, J=6.5 Hz, 2H, O—CH2), 2.55 (d, J=12.8 Hz, 2H, CH2—... Starting materials: [Cl-], Cl, Cl, CC(C)(C)OC(=O)n1nc(N)c2nc(C(=O)NC(C)(C)c3ccccc3)sc21, [Na+], O=C(Cl)c1ccc(N2CCOCC2)cc1, c1ccncc1. Yields the product CC(C)(C)OC(=O)n1nc(NC(=O)c2ccc(N3CCOCC3)cc2)c2nc(C(=O)NC(C)(C)c3ccccc3)sc21. RXN SMILES: [Cl-:47].[ClH:29].[ClH:30].[NH2:1][c:2]1[n:3][n:4]([C:22](=[O:23])[O:24][C:25]([CH3:26])([CH3:27])[CH3:28])[c:5]2[c:6]1[n:7][c:8]([C:10]([NH:11][C:12]([CH3:13])([c:14]1[cH:15][cH:16][cH:17][cH:18][cH:19]1)[CH3:20])=[O:21])[s:9]2.[Na+:46].[O:31]1[CH2:32][CH2:33][N:34]([c:37]2[cH:38][cH:39][c:40]([C:41](=[O:42])[Cl:43])[cH:44][cH:45]2)[CH2:35][CH2:36]1.[cH:48]1[cH:49][cH:50][n:51][cH:52][cH:53]1>>[NH:1]([c:2]1[n:3][n:4]([C:22](=[O:23])[O:24][C:25]([CH3:26])([CH3:27])[CH3:28])[c:5]2[c:6]1[n:7][c:8]([C:10]([NH:11][C:12]([CH3:13])([c:14]1[cH:15][cH:16][cH:17][cH:18][cH:19]1)[CH3:20])=[O:21])[s:9]2)[C:41]([c:40]1[cH:39][cH:38][c:37]([N:34]2[CH2:33][CH2:32][O:31][CH2:36][CH2:35]2)[cH:45][cH:44]1)=[O:42]. Starting materials: NC1(CC(CC(C1)(C)C)(C)C)C (1-amino-1,3,3,5,5-pentamethylcyclohexane), 1-amino-1,3,3-trans-5-tetramethylcyclohexane, S(C)(=O)(=O)[O-] (mesylate). The product is S(C)(=O)(=O)O.NC1(CC(CC(C1)(C)C)(C)C)C (1-amino-1,3,3,5,5-pentamethylcyclohexane mesylate). As a reaction SMILES: [NH2:1][C:2]1([CH3:12])[CH2:7][C:6]([CH3:9])([CH3:8])[CH2:5][C:4]([CH3:11])([CH3:10])[CH2:3]1.[S:13]([O-:17])(=[O:16])(=[O:15])[CH3:14]>>[S:13]([OH:17])(=[O:16])(=[O:15])[CH3:14].[NH2:1][C:2]1([CH3:12])[CH2:7][C:6]([CH3:9])([CH3:8])[CH2:5][C:4]([CH3:11])([CH3:10])[CH2:3]1 |f:2.3|. Reported procedure: In one embodiment, crude 1-amino-1,3,3,5,5-pentamethylcyclohexane comprising 1-amino-1,3,3-trans-5-tetramethylcyclohexane is subjected to mesylate formation according to the process of the invention, wherein 1-amino-1,3,3,5,5-pentamethylcyclohexane mesylate is formed comprising 1-amino-1,3,3-trans-5-tetramethylcyclohexane mesylate. Reactants: ClC1=C(C(=O)O)C=CC=C1Cl (2,3-dichlorobenzoic acid), ClC1=CC=C(C=C1)C(CN)C1=CC=CC=C1 (2-(4-chloro-phenyl)-2-phenyl-ethylamine). The product is ClC1=C(C(=O)NCC(C2=CC=CC=C2)C2=CC=C(C=C2)Cl)C=CC=C1Cl (2,3-Dichloro-N-[2-(4-chloro-phenyl)-2-phenyl-ethyl]-benzamide). As a reaction SMILES: [Cl:1][C:2]1[C:10]([Cl:11])=[CH:9][CH:8]=[CH:7][C:3]=1[C:4]([OH:6])=O.[Cl:12][C:13]1[CH:18]=[CH:17][C:16]([CH:19]([C:22]2[CH:27]=[CH:26][CH:25]=[CH:24][CH:23]=2)[CH2:20][NH2:21])=[CH:15][CH:14]=1>>[Cl:1][C:2]1[C:10]([Cl:11])=[CH:9][CH:8]=[CH:7][C:3]=1[C:4]([NH:21][CH2:20][CH:19]([C:16]1[CH:15]=[CH:14][C:13]([Cl:12])=[CH:18][CH:17]=1)[C:22]1[CH:23]=[CH:24][CH:25]=[CH:26][CH:27]=1)=[O:6]. Reported procedure: From 2,3-dichlorobenzoic acid and 2-(4-chloro-phenyl)-2-phenyl-ethylamine. LCMS (MH+): m/z=404.0, tR (minutes, Method D)=0.91 Reactants: C[C@@H]1C(O[C@@H]1CCCCC1=CC=CC=C1)=O ((3S,4R)-3-methyl-4-(4-phenylbutyl)oxetan-2-one), COC=1C=C(C=CC1OC)S (3,4-dimethoxybenzenethiol), [OH-].[Na+] (sodium hydroxide), Cl.CCOCC (HCl ether). The solvent is C(C)(C)O (isopropanol), CO (Methanol), C(C)(C)O (isopropanol). Run at time 5 minute. The product is COC=1C=C(C=CC1OC)S[C@H]([C@@H](C(=O)O)C)CCCCC1=CC=CC=C1 ((2R,3S)-3-(3,4-dimethoxyphenylsulfanyl)-2-methyl-7-phenylheptanoic acid). The yield is 88.2%. RXN SMILES: [CH3:1][O:2][C:3]1[CH:4]=[C:5]([SH:11])[CH:6]=[CH:7][C:8]=1[O:9][CH3:10].[OH-].[Na+].[CH3:14][C@H:15]1[C@@H:18]([CH2:19][CH2:20][CH2:21][CH2:22][C:23]2[CH:28]=[CH:27][CH:26]=[CH:25][CH:24]=2)[O:17][C:16]1=[O:29].Cl.CCOCC>C(O)(C)C.CO>[CH3:1][O:2][C:3]1[CH:4]=[C:5]([S:11][C@@H:18]([CH2:19][CH2:20][CH2:21][CH2:22][C:23]2[CH:24]=[CH:25][CH:26]=[CH:27][CH:28]=2)[C@H:15]([CH3:14])[C:16]([OH:29])=[O:17])[CH:6]=[CH:7][C:8]=1[O:9][CH3:10] |f:1.2,4.5|. Reported procedure: A solution of 3,4-dimethoxybenzenethiol (0.35 g, 2.1 mmol) in isopropanol (2 mL) is cooled in an ice bath and 1 M sodium hydroxide (1.5 mL, 1.5 mmol) is added slowly. This mixture is then added to a 0° C. solution of (3S,4R)-3-methyl-4-(4-phenylbutyl)oxetan-2-one (0.30 g, 1.4 mmol) in isopropanol (2 mL) over 3 minutes. The reaction is stirred for 5 minutes in ice and then allowed to warm to room temperature. After stirring for a total of 1.5 hours, the reaction is neutralized with HCl/ether. Met... Starting materials: CN1C(CC(CC1(C)C)OC(C(C(=O)OC1CC(N(C(C1)(C)C)C)(C)C)CC)=O)(C)C (ethylmalonic acid-bis-(1,2,2,6,6-pentamethyl-4-piperidinyl)ester), CN1C(CC(CC1(C)C)OC(CC(=O)OC1CC(N(C(C1)(C)C)C)(C)C)=O)(C)C (malonic acid-bis-(1,2,2,6,6-pentamethyl-4-piperidinyl)ester), C=O (paraformaldehyde), [H-].[Na+] (NaH), C1(=CC=CC=C1)C (toluene), C(C)(C)(C)C=1C=C(CN(C)C)C=C(C1O)C(C)(C)C (N-(3,5-di-tert.butyl-4-hydroxybenzyl)-dimethylamine). Product: C(C)(C)(C)C=1C=C(C=C(C1O)C(C)(C)C)CC(CC(CC)(C(=O)OC1CC(N(C(C1)(C)C)C)(C)C)C(=O)OC1CC(N(C(C1)(C)C)C)(C)C)(C(=O)OC1CC(N(C(C1)(C)C)C)(C)C)C(=O)OC1CC(N(C(C1)(C)C)C)(C)C (1-(3,5-di-tert.butyl-4-hydroxyphenyl)-2,2,4,4-tetra-(1,2,2,6,6-pentamethyl-4-piperidinyloxycarbonyl)-hexane). As a reaction SMILES: [CH3:1][N:2]1[C:7]([CH3:9])([CH3:8])[CH2:6][CH:5]([O:10][C:11](=[O:29])[CH:12]([CH2:27][CH3:28])[C:13]([O:15][CH:16]2[CH2:21][C:20]([CH3:23])([CH3:22])[N:19]([CH3:24])[C:18]([CH3:26])([CH3:25])[CH2:17]2)=[O:14])[CH2:4][C:3]1([CH3:31])[CH3:30].[CH3:32][N:33]1[C:38]([CH3:40])([CH3:39])[CH2:37][CH:36]([O:41][C:42](=[O:58])[CH2:43][C:44]([O:46][CH:47]2[CH2:52][C:51]([CH3:54])([CH3:53])[N:50]([CH3:55])[C:49]([CH3:57])([CH3:56])[CH2:48]2)=[O:45])[CH2:35][C:34]1([CH3:60])[CH3:59].[CH2:61]=O.[H-].[Na+].[C:65]([C:69]1[CH:70]=C([CH:76]=[C:77]([C:80]([CH3:83])([CH3:82])[CH3:81])[C:78]=1[OH:79])CN(C)C)([CH3:68])([CH3:67])[CH3:66].[C:84]1(C)C=CC=C[CH:85]=1>>[C:80]([C:77]1[CH:76]=[C:28]([CH2:27][C:12]([C:11]([O:10][CH:5]2[CH2:4][C:3]([CH3:30])([CH3:31])[N:2]([CH3:1])[C:7]([CH3:8])([CH3:9])[CH2:6]2)=[O:29])([C:13]([O:15][CH:16]2[CH2:21][C:20]([CH3:22])([CH3:23])[N:19]([CH3:24])[C:18]([CH3:26])([CH3:25])[CH2:17]2)=[O:14])[CH2:61][C:43]([C:42]([O:41][CH:36]2[CH2:35][C:34]([CH3:60])([CH3:59])[N:33]([CH3:32])[C:38]([CH3:39])([CH3:40])[CH2:37]2)=[O:58])([C:44]([O:46][CH:47]2[CH2:52][C:51]([CH3:54])([CH3:53])[N:50]([CH3:55])[C:49]([CH3:57])([CH3:56])[CH2:48]2)=[O:45])[CH2:84][CH3:85])[CH:70]=[C:69]([C:65]([CH3:68])([CH3:67])[CH3:66])[C:78]=1[OH:79])([CH3:83])([CH3:82])[CH3:81] |f:3.4|. Reported procedure: 21.9 g (0.05 mole) of ethylmalonic acid-bis-(1,2,2,6,6-pentamethyl-4-piperidinyl)ester, 20.5 g (0.05 mole) of malonic acid-bis-(1,2,2,6,6-pentamethyl-4-piperidinyl)ester, 1.5 g (0.05 mole) of paraformaldehyde and 0.5 g of NaH are stirred in 120 ml of toluene for half an hour at room temperature and then for 7 hours at reflux temperature. After cooling, there is added 13.2 g (0.05 mole) of N-(3,5-di-tert.butyl-4-hydroxybenzyl)-dimethylamine, and the mixture is heated for 4 hours under reflux. Pro...